The task is: describe an organic reaction: reactants, conditions, products, and yield. This data is from the Open Reaction Database (ORD), a public repository of structured organic reaction records. The product is CC1OCCC(CN)(c2ccccc2Cl)O1. As a reaction SMILES: [CH3:1][CH:2]1[O:3][CH2:4][CH2:5][C:6]([c:8]2[c:9]([Cl:14])[cH:10][cH:11][cH:12][cH:13]2)([C:15]#[N:16])[O:7]1.[CH3:20][c:21]1[cH:22][cH:23][cH:24][cH:25][cH:26]1.[Cl-:18].[NH4+:19].[OH2:17].[cH:27]1[cH:28][cH:29][cH:30][cH:31][cH:32]1>>[CH3:1][CH:2]1[O:3][CH2:4][CH2:5][C:6]([c:8]2[c:9]([Cl:14])[cH:10][cH:11][cH:12][cH:13]2)([CH2:15][NH2:16])[O:7]1. The reactants are CC1OCCC(C#N)(c2ccccc2Cl)O1, Cc1ccccc1, [Cl-], [NH4+], O, c1ccccc1. Starting materials: ferric nitrate, C1CS1 (ethylene sulphide), [Cl-].[NH4+] (Ammonium chloride), [Na] (sodium), N1=CC=C(C=C1)CCCO (3-(4-pyridyl)-propan-1ol). Solvent: N (ammonia). Conditions: time 30 minute. Product: N1=CC=C(C=C1)C(CCS)CCO (3-(4-pyridyl)-5-hydroxy-pentane-1-thiol). Yield: 46.6%. Reaction SMILES: [Na].[N:2]1[CH:7]=[CH:6][C:5]([CH2:8][CH2:9][CH2:10][OH:11])=[CH:4][CH:3]=1.[CH2:12]1[S:14][CH2:13]1.[Cl-].[NH4+]>N>[N:2]1[CH:7]=[CH:6][C:5]([CH:8]([CH2:9][CH2:10][OH:11])[CH2:12][CH2:13][SH:14])=[CH:4][CH:3]=1 |f:3.4,^1:0|. Reported procedure: To stirred liquid ammonia (2 liters) was added ferric nitrate (0.1 gm) followed by sodium metal (6.3 gms) in small pieces. The mixture was allowed to stand for 30 minutes and 3-(4-pyridyl)-propan-1ol (19 gms) was then added. A deep yellow colour was allowed to develop over a period of 2 hours after which time ethylene sulphide (8.3 gms) was added quickly. A vigorous reaction occurred and the mixture was stirred for a further 4 hours. Ammonium chloride (10 gms) was added and the solvent was allow... Yields the product ethyl acetate hexanes, C(CC)N(C1=NC(=C(C(N1C)=O)NC1=C(C=C(C=C1C)C)C)C)CCC (2-(Dipropylamino)-5-(mesitylamino)-3,6-dimethylpyrimidin-4(3H)-one). Procedure: N5-Mesityl-4-methoxy-6-methyl-N2,N2-dipropylpyrimidin-2,5-diamine (9.0 mg, 0.025 mmol) was dissolved in iodomethane (2 mL). The solution was heated in a sealed tube for 6 h at 140° C. The solution was cooled and concentrated. Flash chromatography (20% ethyl acetate/hexanes) gave 2.6 mg (29% yield) of the desired compound. RXN SMILES: [C:1]1([CH3:26])[CH:6]=[C:5]([CH3:7])[CH:4]=[C:3]([CH3:8])[C:2]=1[NH:9][C:10]1[C:11]([O:24]C)=[N:12][C:13]([N:17]([CH2:21][CH2:22][CH3:23])[CH2:18][CH2:19][CH3:20])=[N:14][C:15]=1[CH3:16].I[CH3:28]>>[CH2:18]([N:17]([CH2:21][CH2:22][CH3:23])[C:13]1[N:12]([CH3:28])[C:11](=[O:24])[C:10]([NH:9][C:2]2[C:3]([CH3:8])=[CH:4][C:5]([CH3:7])=[CH:6][C:1]=2[CH3:26])=[C:15]([CH3:16])[N:14]=1)[CH2:19][CH3:20]. Run at temperature 140 celsius. Reactants: C1(=C(C(=CC(=C1)C)C)NC=1C(=NC(=NC1C)N(CCC)CCC)OC)C (N5-Mesityl-4-methoxy-6-methyl-N2,N2-dipropylpyrimidin-2,5-diamine), IC (iodomethane). Yield: 29.0%. Yields the product COc1cccc(C(=O)CN(C)S(=O)(=O)c2ccc(-c3ncnc4ccc(-c5cn(C(c6ccccc6)(c6ccccc6)c6ccccc6)nc5-c5ccc(F)cc5)cc34)s2)c1. Starting materials: CNS(=O)(=O)c1ccc(-c2ncnc3ccc(-c4cn(C(c5ccccc5)(c5ccccc5)c5ccccc5)nc4-c4ccc(F)cc4)cc23)s1, COc1cccc(C(=O)CBr)c1, C1CCOC1, O. As a reaction SMILES: [CH3:1][NH:2][S:3](=[O:4])(=[O:5])[c:6]1[s:7][c:8](-[c:11]2[n:12][cH:13][n:14][c:15]3[cH:16][cH:17][c:18](-[c:21]4[c:22](-[c:45]5[cH:46][cH:47][c:48]([F:51])[cH:49][cH:50]5)[n:23][n:24]([C:26]([c:27]5[cH:28][cH:29][cH:30][cH:31][cH:32]5)([c:33]5[cH:34][cH:35][cH:36][cH:37][cH:38]5)[c:39]5[cH:40][cH:41][cH:42][cH:43][cH:44]5)[cH:25]4)[cH:19][c:20]23)[cH:9][cH:10]1.[CH3:52][O:53][c:54]1[cH:55][c:56]([C:57]([CH2:58][Br:59])=[O:60])[cH:61][cH:62][cH:63]1.[O:65]1[CH2:66][CH2:67][CH2:68][CH2:69]1.[OH2:64]>>[CH3:1][N:2]([S:3](=[O:4])(=[O:5])[c:6]1[s:7][c:8](-[c:11]2[n:12][cH:13][n:14][c:15]3[cH:16][cH:17][c:18](-[c:21]4[c:22](-[c:45]5[cH:46][cH:47][c:48]([F:51])[cH:49][cH:50]5)[n:23][n:24]([C:26]([c:27]5[cH:28][cH:29][cH:30][cH:31][cH:32]5)([c:33]5[cH:34][cH:35][cH:36][cH:37][cH:38]5)[c:39]5[cH:40][cH:41][cH:42][cH:43][cH:44]5)[cH:25]4)[cH:19][c:20]23)[cH:9][cH:10]1)[CH2:58][C:57]([c:56]1[cH:55][c:54]([O:53][CH3:52])[cH:63][cH:62][cH:61]1)=[O:60]. Reactants: BrCCC=C (4-bromobutene), C(CCC)[Li] (n-Butyl lithium), C(C)(C)NC(C)C (diisopropylamine), CC=1C=CC(=CC1)C(=O)O (p-toluic acid). Solvent: O1CCCC1 (tetrahydrofuran), O1CCCC1 (tetrahydrofuran). Reaction conditions: temperature -5 celsius, time 30 minute. Yields the product C(CCC=C)C1=CC=C(C(=O)O)C=C1 (4-(4-pentenyl)benzoic acid). Reaction SMILES: [CH2:1]([Li])[CH2:2][CH2:3][CH3:4].C(NC(C)C)(C)C.[CH3:13][C:14]1[CH:15]=[CH:16][C:17]([C:20]([OH:22])=[O:21])=[CH:18][CH:19]=1.BrCCC=C>O1CCCC1>[CH2:13]([C:14]1[CH:19]=[CH:18][C:17]([C:20]([OH:22])=[O:21])=[CH:16][CH:15]=1)[CH2:4][CH2:3][CH:2]=[CH2:1]. Procedure details: n-Butyl lithium (100 ml of 2.5M solution in hexane, 0.25 mol) was added to a stirred solution of diisopropylamine (35 ml, 0.25 mol) in dry tetrahydrofuran (250 ml) at -78° C. under a nitrogen atmosphere. The solution was allowed to warm up to -5° C., stirred for 30 minutes, cooled back to -78° C., and treated with p-toluic acid (17.0 g, 0.125 mol) in portions over 2 hours. The resulting mixture was allowed to warm up to -5° C. and stirred for 30 minutes. The resulting black solution was again co...